This data is from the Open Reaction Database (ORD), a public repository of structured organic reaction records. The task is: describe an organic reaction: reactants, conditions, products, and yield The reactants are COC1=C(C=CC=C1)N1CC(N(CC1)CC1=CC=CC=C1)CN (4-(2-methoxyphenyl)-1-(phenylmethyl)-2-piperazinemethanamine), CS(=O)(=O)NC1=CC=C(C(=O)Cl)C=C1 (4-[(methylsulfonyl)amino]benzoyl chloride). Yields the product Cl.COC1=C(C=CC=C1)N1CC(N(CC1)CC1=CC=CC=C1)CNC(C1=CC=C(C=C1)NS(=O)(=O)C)=O (N-[[4-(2-Methoxyphenyl)-1-(phenylmethyl)piperazin-2-yl]methyl]-4-[(methylsulfonyl)amino]benzamide hydrochloride). RXN SMILES: [CH3:1][O:2][C:3]1[CH:8]=[CH:7][CH:6]=[CH:5][C:4]=1[N:9]1[CH2:14][CH2:13][N:12]([CH2:15][C:16]2[CH:21]=[CH:20][CH:19]=[CH:18][CH:17]=2)[CH:11]([CH2:22][NH2:23])[CH2:10]1.[CH3:24][S:25]([NH:28][C:29]1[CH:37]=[CH:36][C:32]([C:33]([Cl:35])=[O:34])=[CH:31][CH:30]=1)(=[O:27])=[O:26]>>[ClH:35].[CH3:1][O:2][C:3]1[CH:8]=[CH:7][CH:6]=[CH:5][C:4]=1[N:9]1[CH2:14][CH2:13][N:12]([CH2:15][C:16]2[CH:17]=[CH:18][CH:19]=[CH:20][CH:21]=2)[CH:11]([CH2:22][NH:23][C:33](=[O:34])[C:32]2[CH:36]=[CH:37][C:29]([NH:28][S:25]([CH3:24])(=[O:27])=[O:26])=[CH:30][CH:31]=2)[CH2:10]1 |f:2.3|. Procedure: In a manner similar to Preparation 3, react 4-(2-methoxyphenyl)-1-(phenylmethyl)-2-piperazinemethanamine (3.8 g, 12 mmol) with 4-[(methylsulfonyl)amino]benzoyl chloride (3.2 g, 14 mmol) to give the title compound. Reactants: CC1CN(c2nnc(-c3ccccc3)c3ccncc23)C(C)CN1, CCN=C=NCCCN(C)C, O=C(O)C1CCC(F)(F)CC1, [Na+], [Na+], O=C([O-])[O-], CN(C)C=O, On1nnc2cccnc21. The product is CC1CN(c2nnc(-c3ccccc3)c3ccncc23)C(C)CN1C(=O)C1CCC(F)(F)CC1. As a reaction SMILES: [CH3:1][CH:2]1[N:3]([c:9]2[n:10][n:11][c:12](-[c:19]3[cH:20][cH:21][cH:22][cH:23][cH:24]3)[c:13]3[c:14]2[cH:15][n:16][cH:17][cH:18]3)[CH2:4][CH:5]([CH3:8])[NH:6][CH2:7]1.[CH3:25][CH2:26][N:27]=[C:28]=[N:29][CH2:30][CH2:31][CH2:32][N:33]([CH3:34])[CH3:35].[F:36][C:37]1([F:46])[CH2:38][CH2:39][CH:40]([C:43](=[O:44])[OH:45])[CH2:41][CH2:42]1.[Na+:57].[Na+:58].[O-:59][C:60](=[O:61])[O-:62].[O:63]=[CH:64][N:65]([CH3:66])[CH3:67].[n:47]1[c:48]2[c:49]([n:50][cH:51][cH:52][cH:53]2)[n:54]([OH:55])[n:56]1>>[CH3:1][CH:2]1[N:3]([c:9]2[n:10][n:11][c:12](-[c:19]3[cH:20][cH:21][cH:22][cH:23][cH:24]3)[c:13]3[c:14]2[cH:15][n:16][cH:17][cH:18]3)[CH2:4][CH:5]([CH3:8])[N:6]([C:43]([CH:40]2[CH2:39][CH2:38][C:37]([F:36])([F:46])[CH2:42][CH2:41]2)=[O:44])[CH2:7]1. The reactants are NC=1C=CC(=C(CNC(OC(C)(C)C)=O)C1)OC(C)C (tert-Butyl 5-amino-2-isopropoxybenzylcarbamate), ClC(=O)OC (methyl chloroformate). Solvent: N1=CC=CC=C1 (pyridine). Reaction conditions: time 7 hour. The product is COC(NC1=CC(=C(C=C1)OC(C)C)CNC(=O)OC(C)(C)C)=O ([3-(tert-Butoxycarbonylamino-methyl)-4-isopropoxy-phenyl]-carbamic Acid Methyl Ester). Isolated yield 78.8%. As a reaction SMILES: [NH2:1][C:2]1[CH:3]=[CH:4][C:5]([O:17][CH:18]([CH3:20])[CH3:19])=[C:6]([CH:16]=1)[CH2:7][NH:8][C:9](=[O:15])[O:10][C:11]([CH3:14])([CH3:13])[CH3:12].Cl[C:22]([O:24][CH3:25])=[O:23]>N1C=CC=CC=1>[CH3:25][O:24][C:22](=[O:23])[NH:1][C:2]1[CH:3]=[CH:4][C:5]([O:17][CH:18]([CH3:20])[CH3:19])=[C:6]([CH2:7][NH:8][C:9]([O:10][C:11]([CH3:12])([CH3:13])[CH3:14])=[O:15])[CH:16]=1. Reported procedure: To 8F (24 mg, 0.09 mmol) in pyridine (15 mL) at 0° C. was added methyl chloroformate (18 μL, 0.24 mmol). After removing the ice bath and stirring at rt 7 h, the reaction was concentrated and purified via preparative HPLC (MeOH/water/TFA) to provide 8G (24 mg, 83%). LC-MS: 361.22 (M+Na)+. The reactants are BrC=1C=C2N(N=CC(=C2N[C@@H]2CN(C[C@@H]2C)S(=O)(=O)C)C(=O)N)C1 (6-bromo-4-((3S,4S)-4-methyl-1-(methylsulfonyl)pyrrolidin-3-ylamino)pyrrolo[1,2-b]pyridazine-3-carboxamide), CNC(C1=NC=C(C=C1)B1OC(C(O1)(C)C)(C)C)=O (N-methyl-5-(4,4,5,5-tetramethyl-1,3,2-dioxaborolan-2-yl)picolinamide). Procedure: The title compound was prepared from 6-bromo-4-((3S,4S)-4-methyl-1-(methylsulfonyl)pyrrolidin-3-ylamino)pyrrolo[1,2-b]pyridazine-3-carboxamide using the method previously described in Step 2 of Example 191 and by replacing 2-(4-methoxyphenyl)-4,4,5,5-tetramethyl-1,3,2-dioxaborolane with N-methyl-5-(4,4,5,5-tetramethyl-1,3,2-dioxaborolan-2-yl)picolinamide. LCMS (method H) retention time=1.09 min. (MH+472.2). 1H NMR (500 MHz, DMSO-d6, appeared as rotomers) δ 11.19 (d, J=7.9 Hz, 1H), 9.11 (d, J=2.0... As a reaction SMILES: Br[C:2]1[CH:3]=[C:4]2[C:9]([NH:10][C@H:11]3[C@@H:15]([CH3:16])[CH2:14][N:13]([S:17]([CH3:20])(=[O:19])=[O:18])[CH2:12]3)=[C:8]([C:21]([NH2:23])=[O:22])[CH:7]=[N:6][N:5]2[CH:24]=1.[CH3:25][NH:26][C:27](=[O:43])[C:28]1[CH:33]=[CH:32][C:31](B2OC(C)(C)C(C)(C)O2)=[CH:30][N:29]=1>>[CH3:16][C@H:15]1[CH2:14][N:13]([S:17]([CH3:20])(=[O:19])=[O:18])[CH2:12][C@H:11]1[NH:10][C:9]1[C:4]2[N:5]([CH:24]=[C:2]([C:31]3[CH:30]=[N:29][C:28]([C:27](=[O:43])[NH:26][CH3:25])=[CH:33][CH:32]=3)[CH:3]=2)[N:6]=[CH:7][C:8]=1[C:21]([NH2:23])=[O:22]. The product is C[C@@H]1[C@@H](CN(C1)S(=O)(=O)C)NC=1C=2N(N=CC1C(=O)N)C=C(C2)C=2C=NC(=CC2)C(NC)=O (4-((3S,4S)-4-methyl-1-(methylsulfonyl)pyrrolidin-3-ylamino)-6-(6-(methylcarbamoyl)pyridin-3-yl)pyrrolo[1,2-b]pyridazine-3-carboxamide). RXN SMILES: [CH3:1][N:2]1[C:11]2[C:6](=[CH:7][CH:8]=[CH:9][CH:10]=2)[C:5]([CH3:13])([CH3:12])[CH2:4][C:3]1=[O:14].[Cl-].[Al+3].[Cl-].[Cl-].[C:19](Cl)(=[O:21])[CH3:20]>C(=S)=S>[C:19]([C:8]1[CH:7]=[C:6]2[C:11](=[CH:10][CH:9]=1)[N:2]([CH3:1])[C:3](=[O:14])[CH2:4][C:5]2([CH3:12])[CH3:13])(=[O:21])[CH3:20] |f:1.2.3.4|. Procedure: 21.5 g of 3,4-dihydro-1,4,4-trimethyl-2(1H)-quinolinone were dissolved in 43 g of carbon disulphide and the solution was treated with 85 g of aluminum chloride. 17.8 g of acetyl chloride were slowly added dropwise thereto while cooling with ice and stirring vigorously. The mixture was subsequently heated at reflux for 1.5 hours, cooled and treated cautiously with ice-water. The resulting mixture was extracted three times with ethyl acetate and the ethyl acetate extracts were washed with water, d... Isolated yield 74.2%. Reactants: ice water, CN1C(CC(C2=CC=CC=C12)(C)C)=O (3,4-dihydro-1,4,4-trimethyl-2(1H)-quinolinone), C(C)(=O)Cl (acetyl chloride), [Cl-].[Al+3].[Cl-].[Cl-] (aluminum chloride). Solvent: C(=S)=S (carbon disulphide). Product: C(C)(=O)C=1C=C2C(CC(N(C2=CC1)C)=O)(C)C (6-acetyl-3,4-dihydro-1,4,4-trimethyl-2(1H)-quinolinone). Starting materials: [C-]#N, CCNC1CCCCC1, ClC(Cl)Cl, CC(C)(N=C=O)c1ccc(Cl)c(Cl)c1. The product is CCN(C(=O)NC(C)(C)c1ccc(Cl)c(Cl)c1)C1CCCCC1. As a reaction SMILES: [C-:15]#[N:16].[CH2:17]([CH3:18])[NH:19][CH:20]1[CH2:21][CH2:22][CH2:23][CH2:24][CH2:25]1.[CH:26]([Cl:27])([Cl:28])[Cl:29].[Cl:1][c:2]1[cH:3][c:4]([C:5]([CH3:6])([CH3:7])[N:8]=[C:9]=[O:10])[cH:11][cH:12][c:13]1[Cl:14]>>[Cl:1][c:2]1[cH:3][c:4]([C:5]([CH3:6])([CH3:7])[NH:8][C:9](=[O:10])[N:19]([CH2:17][CH3:18])[CH:20]2[CH2:21][CH2:22][CH2:23][CH2:24][CH2:25]2)[cH:11][cH:12][c:13]1[Cl:14]. The reactants are CN(C1CN(C1)C(=O)[C@H]1N(C[C@H](C1)SC=1[C@@H]([C@H]2N(C1C(=O)OCC1=CC=C(C=C1)[N+](=O)[O-])C([C@@H]2[C@@H](C)O)=O)C)C(=O)OCC2=CC=C(C=C2)[N+](=O)[O-])C (4-nitrobenzyl (1R,5S,6S)-2-[(2S,4S)-2-(3-dimethylaminoazetidin-1-ylcarbonyl)-1-(4-nitrobenzyloxycarbonyl)pyrrolidin-4-ylthio]-6-[(1R)-1-hydroxyethyl]-1-methyl-1-carbapen-2-em-3-carboxylate), [H][H] (hydrogen). Reagents/catalysts: [Pd] (palladium-on-carbon). Run in O1CCCC1 (tetrahydrofuran), O (water). Product: CN(C1CN(C1)C(=O)[C@H]1NC[C@H](C1)SC=1[C@@H]([C@H]2N(C1C(=O)O)C([C@@H]2[C@@H](C)O)=O)C)C ((1R,5S,6S)-2-[(2S,4S)-2-(3-Dimethylaminoazetidin-1-ylcarbonyl)pyrrolidin-4-ylthio]-6-[(1R)-1-hydroxyethyl]-1-methyl-1-carbapen-2-em-3-carboxylic acid). RXN SMILES: [CH3:1][N:2]([CH3:53])[CH:3]1[CH2:6][N:5]([C:7]([C@@H:9]2[CH2:13][C@H:12]([S:14][C:15]3[C@H:16]([CH3:39])[C@@H:17]4[C@@H:34]([C@H:35]([OH:37])[CH3:36])[C:33](=[O:38])[N:18]4[C:19]=3[C:20]([O:22]CC3C=CC([N+]([O-])=O)=CC=3)=[O:21])[CH2:11][N:10]2C(OCC2C=CC([N+]([O-])=O)=CC=2)=O)=[O:8])[CH2:4]1.[H][H]>O1CCCC1.O.[Pd]>[CH3:53][N:2]([CH3:1])[CH:3]1[CH2:4][N:5]([C:7]([C@@H:9]2[CH2:13][C@H:12]([S:14][C:15]3[C@H:16]([CH3:39])[C@@H:17]4[C@@H:34]([C@H:35]([OH:37])[CH3:36])[C:33](=[O:38])[N:18]4[C:19]=3[C:20]([OH:22])=[O:21])[CH2:11][NH:10]2)=[O:8])[CH2:6]1. Reported procedure: 0.75 g of 4-nitrobenzyl (1R,5S,6S)-2-[(2S,4S)-2-(3-dimethylaminoazetidin-1-ylcarbonyl)-1-(4-nitrobenzyloxycarbonyl)pyrrolidin-4-ylthio]-6-[(1R)-1-hydroxyethyl]-1-methyl-1-carbapen-2-em-3-carboxylate [prepared as described in Example 129(1)] was dissolved in a mixture of 21 ml of tetrahydrofuran and 14 ml of water, and 0.75 g of a 10% w/w palladium-on-carbon catalyst was added to the resulting solution, after which the mixture was hydrogenated at room temperature for 1.5 hours in an atmosphere of... Reactants: [Cl-].[Al+3].[Cl-].[Cl-] (aluminum chloride), [C@@H]12[C@H](CCCC1)C(=O)OC2=O (trans-1,2-cyclohexanedicarboxylic anhydride), ClCCCl (1,2-dichloroethane). Product: O=C(C=C)[C@H]1[C@@H](CCCC1)C(=O)O (trans-2-[1-Oxo-2-propenyl]cyclohexane carboxylic acid). As a reaction SMILES: [Cl-].[Al+3].[Cl-].[Cl-].[C@@H:5]12[C:14](=[O:15])[O:13][C:11](=[O:12])[C@H:6]1[CH2:7][CH2:8][CH2:9][CH2:10]2.Cl[CH2:17][CH2:18]Cl>>[O:12]=[C:11]([C@@H:6]1[CH2:7][CH2:8][CH2:9][CH2:10][C@H:5]1[C:14]([OH:13])=[O:15])[CH:17]=[CH2:18] |f:0.1.2.3|. Procedure: A mixture of aluminum chloride (66.7 g., 0.5 mole), trans-1,2-cyclohexanedicarboxylic anhydride (38.5 g., 0.25 mole) and 1,2-dichloroethane (1 liter) in a 2 liter 3-neck flask equipped with a gas inlet tube, a mechanical stirrer and a drying tube is stirred rapidly and ethylene is bubbled in for 4.5 hours. This mixture is poured into 900 ml. of 5% hydrochloric acid and ice. The layers are separated and the organic layer is washed with water and taken to dryness in vacuo. The aqueous layer is ext... The reactants are [Si](C)(C)(C(C)(C)C)OC1=C(C=C(CO)C=C1)CCC (4-tert-butyldimethylsilyloxy-3-propylbenzyl alcohol), C1(=CC=CC=C1)P(C1=CC=CC=C1)C1=CC=CC=C1 (triphenylphosphine), C(Br)(Br)(Br)Br (carbon tetrabromide). The solvent is C(Cl)Cl (methylene chloride). The product is [Si](C)(C)(C(C)(C)C)OC1=C(C=C(CBr)C=C1)CCC (4-tert-butyldimethylsilyloxy-3-propylbenzyl bromide). The yield is 89.9%. As a reaction SMILES: [Si:1]([O:8][C:9]1[CH:16]=[CH:15][C:12]([CH2:13]O)=[CH:11][C:10]=1[CH2:17][CH2:18][CH3:19])([C:4]([CH3:7])([CH3:6])[CH3:5])([CH3:3])[CH3:2].C1(P(C2C=CC=CC=2)C2C=CC=CC=2)C=CC=CC=1.C(Br)(Br)(Br)[Br:40]>C(Cl)Cl>[Si:1]([O:8][C:9]1[CH:16]=[CH:15][C:12]([CH2:13][Br:40])=[CH:11][C:10]=1[CH2:17][CH2:18][CH3:19])([C:4]([CH3:7])([CH3:6])[CH3:5])([CH3:3])[CH3:2]. Procedure: To a solution of 1.00 g (3.57) of 4-tert-butyldimethylsilyloxy-3-propylbenzyl alcohol and 1.12 g (4.00 mmol) of triphenylphosphine in 10 mL methylene chloride was added 1.42 g (4.00 mmol) of carbon tetrabromide in portions as the reaction mixture was magnetically stirred at 0°-5° C. After the addition was complete, the ice-water bath was removed and the reaction was stirred for an additional 30 minutes and allowed to warm to room temperature. The methylene chloride was removed in vacuo, and the ...